Dataset: the Open Reaction Database (ORD), a public repository of structured organic reaction records. Task: describe an organic reaction: reactants, conditions, products, and yield The reactants are CNc1ccccc1CCl, CCO, Cl, Sc1nc2ncccc2[nH]1. Product: CNc1ccccc1CSc1nc2ncccc2[nH]1. RXN SMILES: [CH3:12][NH:13][c:14]1[c:15]([CH2:16][Cl:17])[cH:18][cH:19][cH:20][cH:21]1.[CH3:22][CH2:23][OH:24].[ClH:11].[SH:1][c:2]1[nH:3][c:4]2[c:5]([n:6][cH:7][cH:8][cH:9]2)[n:10]1>>[S:1]([c:2]1[nH:3][c:4]2[c:5]([n:6][cH:7][cH:8][cH:9]2)[n:10]1)[CH2:16][c:15]1[c:14]([NH:13][CH3:12])[cH:21][cH:20][cH:19][cH:18]1. The reactants are FC=1C=C2C(=CNC2=CC1)C1CCN(CC1)C (5-fluoro-3-(1-methyl-4-piperidinyl)-1H-indole), FC1=CC=C(C(=O)Cl)C=C1 (4-fluorobenzoyl chloride). The product is FC1=CC=C(C(=O)N2C=C(C3=CC(=CC=C23)F)C2CCN(CC2)C)C=C1 (1-(4-Fluorobenzoyl)-5-fluoro-3-(1-methyl-4-piperidinyl)indole). As a reaction SMILES: [F:1][C:2]1[CH:3]=[C:4]2[C:8](=[CH:9][CH:10]=1)[NH:7][CH:6]=[C:5]2[CH:11]1[CH2:16][CH2:15][N:14]([CH3:17])[CH2:13][CH2:12]1.[F:18][C:19]1[CH:27]=[CH:26][C:22]([C:23](Cl)=[O:24])=[CH:21][CH:20]=1>>[F:18][C:19]1[CH:27]=[CH:26][C:22]([C:23]([N:7]2[C:8]3[C:4](=[CH:3][C:2]([F:1])=[CH:10][CH:9]=3)[C:5]([CH:11]3[CH2:16][CH2:15][N:14]([CH3:17])[CH2:13][CH2:12]3)=[CH:6]2)=[O:24])=[CH:21][CH:20]=1. Reported procedure: (25.1 mg, 71%); from 5-fluoro-3-(1-methyl-4-piperidinyl)-1H-indole (Example 5c, 23.0 mg, 0.10 mmol) and 4-fluorobenzoyl chloride (23.8 mg, 0.15 mmol), HRMS-FAB+ for C21H20N2OF2, calculated MH+ : 355.16220; found: 355.16313.